This data is from the Open Reaction Database (ORD), a public repository of structured organic reaction records. The task is: describe an organic reaction: reactants, conditions, products, and yield Starting materials: CC(=O)O, [O-][I+2]([O-])[O-], [Na+], O=S(=O)(O)O, O=C(O)C1(c2ccccc2)CC1. The product is O=C(O)C1(c2ccc(I)cc2)CC1. Reaction SMILES: [CH3:23][C:24](=[O:25])[OH:26].[I+2:13]([O-:14])([O-:15])[O-:16].[Na+:17].[S:18](=[O:19])(=[O:20])([OH:21])[OH:22].[c:1]1([C:7]2([C:10](=[O:11])[OH:12])[CH2:8][CH2:9]2)[cH:2][cH:3][cH:4][cH:5][cH:6]1>>[c:1]1([C:7]2([C:10](=[O:11])[OH:12])[CH2:8][CH2:9]2)[cH:2][cH:3][c:4]([I:13])[cH:5][cH:6]1. The reactants are C(C)OC(=O)C1C(CC1)C(C1=CC=C(C=C1)O)=O (2-(4-hydroxy-benzoyl)-cyclobutanecarboxylic acid ethyl ester), C([O-])([O-])=O.[K+].[K+] (potassium carbonate), BrC(CC)Cl (1-bromo-chloropropane). The solvent is CC(=O)C (acetone). Run at temperature 70 celsius, time 8 hour. The product is C(C)OC(=O)C1C(CC1)C(C1=CC=C(C=C1)OCCCCl)=O (2-[4-(3-Chloro-propoxy)-benzoyl]-cyclobutanecarboxylic acid ethyl ester). As a reaction SMILES: [CH2:1]([O:3][C:4]([CH:6]1[CH2:9][CH2:8][CH:7]1[C:10](=[O:18])[C:11]1[CH:16]=[CH:15][C:14]([OH:17])=[CH:13][CH:12]=1)=[O:5])[CH3:2].C(=O)([O-])[O-].[K+].[K+].Br[CH:26]([Cl:29])[CH2:27][CH3:28]>CC(C)=O>[CH2:1]([O:3][C:4]([CH:6]1[CH2:9][CH2:8][CH:7]1[C:10](=[O:18])[C:11]1[CH:12]=[CH:13][C:14]([O:17][CH2:28][CH2:27][CH2:26][Cl:29])=[CH:15][CH:16]=1)=[O:5])[CH3:2] |f:1.2.3|. Reported procedure: To 2-(4-hydroxy-benzoyl)-cyclobutanecarboxylic acid ethyl ester (0.55 g, 2.20 mmol) in acetone (10 mL) was added potassium carbonate (0.91 g, 6.58 mmol) and 1-bromo-chloropropane (0.26 mL, 2.63 mmol). After overnight stirring at 70° C., the reaction was filtered, partitioned between dichloromethane/water, washed with brine, dried over sodium sulfate, and concentrated. The product was purified using a Single Step column (9:1 hexanes:ethyl acetate) to obtain 0.30 g (42%); MS m/z 325 (M+H). The reactants are C1CCOC1, COC(=O)c1ccc2c(-c3cccc(C)c3)cc(=O)oc2c1, Cl, [Li+], [OH-]. Product: Cc1cccc(-c2cc(=O)oc3cc(C(=O)O)ccc23)c1. Reaction SMILES: [CH2:25]1[O:26][CH2:27][CH2:28][CH2:29]1.[CH3:1][c:2]1[cH:3][c:4](-[c:8]2[cH:9][c:10](=[O:22])[o:11][c:12]3[cH:13][c:14]([C:18](=[O:19])[O:20][CH3:21])[cH:15][cH:16][c:17]23)[cH:5][cH:6][cH:7]1.[ClH:30].[Li+:23].[OH-:24]>>[CH3:1][c:2]1[cH:3][c:4](-[c:8]2[cH:9][c:10](=[O:22])[o:11][c:12]3[cH:13][c:14]([C:18](=[O:19])[OH:20])[cH:15][cH:16][c:17]23)[cH:5][cH:6][cH:7]1. Procedure: A stirred mixture of 0.8 gram (0.0016 mole) of 4-[bis(4-trifluoromethoxyphenyl)hydroxymethyl]piperidine hydrochloride, 0.3 gram (0.0016 mole) of 4-(2-propyn-1-yloxy)phenylmethyl chloride and 0.5 gram (0.0079 mole) of potassium fluoride on Celite® filter aid in 50 mL of acetonitrile was heated at reflux for about 1.3 hours. After this time 0.5 mL (excess) of triethylamine was added, and the reaction mixture became homogeneous. Upon completion of addition, the reaction mixture was heated at reflux... As a reaction SMILES: Cl.[F:2][C:3]([F:31])([F:30])[O:4][C:5]1[CH:10]=[CH:9][C:8]([C:11]([C:19]2[CH:24]=[CH:23][C:22]([O:25][C:26]([F:29])([F:28])[F:27])=[CH:21][CH:20]=2)([OH:18])[CH:12]2[CH2:17][CH2:16][NH:15][CH2:14][CH2:13]2)=[CH:7][CH:6]=1.[CH2:32]([O:35][C:36]1[CH:41]=[CH:40][C:39]([CH2:42]Cl)=[CH:38][CH:37]=1)[C:33]#[CH:34].[F-].[K+]>>[CH2:32]([O:35][C:36]1[CH:37]=[CH:38][C:39]([CH2:42][N:15]2[CH2:16][CH2:17][CH:12]([C:11]([C:8]3[CH:7]=[CH:6][C:5]([O:4][C:3]([F:30])([F:2])[F:31])=[CH:10][CH:9]=3)([C:19]3[CH:24]=[CH:23][C:22]([O:25][C:26]([F:29])([F:27])[F:28])=[CH:21][CH:20]=3)[OH:18])[CH2:13][CH2:14]2)=[CH:40][CH:41]=1)[C:33]#[CH:34] |f:0.1,3.4|. Yields the product C(C#C)OC1=CC=C(C=C1)CN1CCC(CC1)C(O)(C1=CC=C(C=C1)OC(F)(F)F)C1=CC=C(C=C1)OC(F)(F)F (N-[4-(2-propyn-1-yloxy)phenylmethyl]-4-[bis(4-trifluoromethoxyphenyl)hydroxymethyl]piperidine). Reactants: Cl.FC(OC1=CC=C(C=C1)C(C1CCNCC1)(O)C1=CC=C(C=C1)OC(F)(F)F)(F)F (4-[bis(4-trifluoromethoxyphenyl)hydroxymethyl]piperidine hydrochloride), C(C#C)OC1=CC=C(C=C1)CCl (4-(2-propyn-1-yloxy)phenylmethyl chloride), [F-].[K+] (potassium fluoride). Yield: 64.7%. Starting materials: COC(=O)Cc1ccc(O)cc1, CC(C)(C)[Si](C)(C)Cl, CN(C)C=O, c1c[nH]cn1. The product is COC(=O)Cc1ccc(O[Si](C)(C)C(C)(C)C)cc1. As a reaction SMILES: [CH3:1][O:2][C:3]([CH2:4][c:5]1[cH:6][cH:7][c:8]([OH:11])[cH:9][cH:10]1)=[O:12].[Cl:18][Si:19]([CH3:20])([CH3:21])[C:22]([CH3:23])([CH3:24])[CH3:25].[O:26]=[CH:27][N:28]([CH3:29])[CH3:30].[nH:13]1[cH:14][cH:15][n:16][cH:17]1>>[CH3:1][O:2][C:3]([CH2:4][c:5]1[cH:6][cH:7][c:8]([O:11][Si:19]([CH3:20])([CH3:21])[C:22]([CH3:23])([CH3:24])[CH3:25])[cH:9][cH:10]1)=[O:12]. The reactants are CC1CC2CNC(CNC(=O)c3cn4ccsc4n3)C2C1, Cc1cccc(-c2sc(C)nc2C(=O)O)c1. Yields the product Cc1cccc(-c2sc(C)nc2C(=O)N2CC3CC(C)CC3C2CNC(=O)c2cn3ccsc3n2)c1. As a reaction SMILES: [CH3:1][CH:2]1[CH2:3][CH:4]2[CH2:5][NH:6][CH:7]([CH2:10][NH:11][C:12](=[O:13])[c:14]3[n:15][c:16]4[s:17][cH:18][cH:19][n:20]4[cH:21]3)[CH:8]2[CH2:9]1.[CH3:22][c:23]1[s:24][c:25](-[c:31]2[cH:32][c:33]([CH3:37])[cH:34][cH:35][cH:36]2)[c:26]([C:28](=[O:29])[OH:30])[n:27]1>>[CH3:1][CH:2]1[CH2:3][CH:4]2[CH2:5][N:6]([C:28]([c:26]3[c:25](-[c:31]4[cH:32][c:33]([CH3:37])[cH:34][cH:35][cH:36]4)[s:24][c:23]([CH3:22])[n:27]3)=[O:29])[CH:7]([CH2:10][NH:11][C:12](=[O:13])[c:14]3[n:15][c:16]4[s:17][cH:18][cH:19][n:20]4[cH:21]3)[CH:8]2[CH2:9]1.